Dataset: the Open Reaction Database (ORD), a public repository of structured organic reaction records. Task: describe an organic reaction: reactants, conditions, products, and yield Reactants: N([C@@H](C(C)C)C(=O)O)C(=O)OC(C)(C)C (Boc-Val-OH), C=1C=CC2=C(C1)N=NN2O (HOBT), CCN=C=NCCCN(C)C.Cl (WSC.HCl), NCC(=O)OCC.Cl (H-Gly-OEt.HCl). Solvent: CN(C)C=O (DMF). Conditions: temperature -5 celsius, time 8 hour. Product: N([C@@H](C(C)C)C(=O)NCC(=O)OCC)C(=O)OC(C)(C)C (Boc-Val-Gly-OEt). Isolated yield 85.3%. RXN SMILES: [NH2:1][CH2:2][C:3]([O:5][CH2:6][CH3:7])=[O:4].Cl.[NH:9]([C:17]([O:19][C:20]([CH3:23])([CH3:22])[CH3:21])=[O:18])[C@H:10]([C:14](O)=[O:15])[CH:11]([CH3:13])[CH3:12].C1C=CC2N(O)N=NC=2C=1.CCN=C=NCCCN(C)C.Cl>CN(C=O)C>[NH:9]([C:17]([O:19][C:20]([CH3:22])([CH3:21])[CH3:23])=[O:18])[C@H:10]([C:14]([NH:1][CH2:2][C:3]([O:5][CH2:6][CH3:7])=[O:4])=[O:15])[CH:11]([CH3:12])[CH3:13] |f:0.1,4.5|. Reported procedure: To a solution of 3.21 g of the H-Gly-OEt.HCl dissolved in 10 ml of DMF, under cooling at -5° C., 5.00 g of Boc-Val-OH, 3.10 g of HOBT and 4.79 g of WSC.HCl were added, and the mixture was stirred at -5° C. for one hour and at room temperature overnight. The reaction mixture was concentrated under reduced pressure, and the residue was dissolved in ethyl acetate, successively washed three times with 1N hydrochloric acid, once with saturated aqueous sodium chloride, three times with 5% aqueous sodi... The reactants are O (water), C(C)(=O)OCC (ethyl acetate), C(C=C)OC1=C(NC(C)=O)C=CC(=C1)OC (2′-allyloxy-4′-methoxyacetanilide), CN1C(CCC1)=O (1-methyl-2-pyrrolidone). Run at temperature 190 celsius. Product: C(C=C)C1=C(C=CC=2N=C(OC21)C)OC (7-Allyl-6-methoxy-2-methylbenzoxazole). RXN SMILES: C(O[C:5]1[CH:14]=[C:13]([O:15][CH3:16])[CH:12]=[CH:11][C:6]=1[NH:7][C:8](=[O:10])[CH3:9])C=C.O.C(OCC)(=O)C.CN1C[CH2:28][CH2:27][C:26]1=O>>[CH2:28]([C:14]1[C:5]2[O:10][C:8]([CH3:9])=[N:7][C:6]=2[CH:11]=[CH:12][C:13]=1[O:15][CH3:16])[CH:27]=[CH2:26]. Reported procedure: 1.04 g of 2′-allyloxy-4′-methoxyacetanilide was dissolved in 20 ml of 1-methyl-2-pyrrolidone. The reaction solution was then stirred while heating at 190° C. under nitrogen atmosphere. Eight hours later, the reaction solution was stood to cool. Thereafter, water and ethyl acetate were added to the reaction solution, so as to separate an organic layer. The obtained organic layer was washed with a saturated sodium chloride solution and then dried over anhydrous magnesium sulfate. After removing th... The product is ClC1=CC=C(C=C1)C1=CC=C(COC(C(=O)O)(C)C)C=C1 (2-[4-(4-chlorophenyl)benzyloxy]-2-methylpropionic acid). Procedure: A stirred suspension of 2-[4-(4-chlorophenyl)phenyl]-5,5-dimethyl-1,3-dioxolan-4-one (100.0 g.), 5% w/w palladium on carbon (10 g.) in a mixture of ethanol (500 ml.) and water (1000 ml.) was cooled to 10° to 15° C. and treated with carbon dioxide gas. The temperature and gas flow were maintained during the addition of a solution of sodium borohydride (63.0 g.) in water (250 ml.) during 1 hour. After 5 hours at 15° to 20° C. the pH of the reaction mixture was adjusted to pH 12 with 47% w/w sodium... Solvent: C(C)O (ethanol), O (water), C(C)O (ethanol), O (water). Isolated yield 42.0%. As a reaction SMILES: [Cl:1][C:2]1[CH:7]=[CH:6][C:5]([C:8]2[CH:13]=[CH:12][C:11]([CH:14]3[O:18][C:17](=[O:19])[C:16]([CH3:21])([CH3:20])[O:15]3)=[CH:10][CH:9]=2)=[CH:4][CH:3]=1.C(=O)=O.[BH4-].[Na+].[OH-].[Na+]>[Pd].C(O)C.O>[Cl:1][C:2]1[CH:3]=[CH:4][C:5]([C:8]2[CH:13]=[CH:12][C:11]([CH2:14][O:15][C:16]([CH3:21])([CH3:20])[C:17]([OH:19])=[O:18])=[CH:10][CH:9]=2)=[CH:6][CH:7]=1 |f:2.3,4.5|. The reactants are [OH-].[Na+] (sodium hydroxide), [BH4-].[Na+] (sodium borohydride), ClC1=CC=C(C=C1)C1=CC=C(C=C1)C1OC(C(O1)=O)(C)C (2-[4-(4-chlorophenyl)phenyl]-5,5-dimethyl-1,3-dioxolan-4-one), C(=O)=O (carbon dioxide). The reagents and catalysts are [Pd] (palladium on carbon). Product: CC=1NC(=C(C(C1C(=O)OCCN(CC)CC)C1=CC(=CC=C1)[N+](=O)[O-])C(=O)OCC)C(OCC)OCC (2-(N,N-diethylamino)ethyl 2-methyl-4-(3-nitrophenyl)-5-ethoxycarbonyl-6-diethoxymethyl-1,4-dihydropyridine-3-carboxylate). Yield: 114.5%. Procedure: A mixture of 2-chloroethyl 2-methyl-4-(3-nitrophenyl)-5-ethoxycarbonyl-6-diethoxymethyl-1,4-dihydropyridine-3-carboxylate (2.0 g), diethylamine (1.75 g) and sodium iodide (60.3 mg) in n-propylalcohol (4 ml) was refluxed for 17 hours. After removal of the solvent from the reaction mixture, water and ethyl acetate were added to the residue. The ethyl acetate layer was washed twice with water, dried over magnesium sulfate, and concentrated to give a brown oil (2.46 g) of 2-(N,N-diethylamino)ethyl 2... Reagents/catalysts: [I-].[Na+] (sodium iodide). Reactants: CC=1NC(=C(C(C1C(=O)OCCCl)C1=CC(=CC=C1)[N+](=O)[O-])C(=O)OCC)C(OCC)OCC (2-chloroethyl 2-methyl-4-(3-nitrophenyl)-5-ethoxycarbonyl-6-diethoxymethyl-1,4-dihydropyridine-3-carboxylate), C(C)NCC (diethylamine). The solvent is C(CC)O (n-propylalcohol). RXN SMILES: [CH3:1][C:2]1[NH:3][C:4]([CH:28]([O:32][CH2:33][CH3:34])[O:29][CH2:30][CH3:31])=[C:5]([C:23]([O:25][CH2:26][CH3:27])=[O:24])[CH:6]([C:14]2[CH:19]=[CH:18][CH:17]=[C:16]([N+:20]([O-:22])=[O:21])[CH:15]=2)[C:7]=1[C:8]([O:10][CH2:11][CH2:12]Cl)=[O:9].[CH2:35]([NH:37][CH2:38][CH3:39])[CH3:36]>C(O)CC.[I-].[Na+]>[CH3:1][C:2]1[NH:3][C:4]([CH:28]([O:32][CH2:33][CH3:34])[O:29][CH2:30][CH3:31])=[C:5]([C:23]([O:25][CH2:26][CH3:27])=[O:24])[CH:6]([C:14]2[CH:19]=[CH:18][CH:17]=[C:16]([N+:20]([O-:22])=[O:21])[CH:15]=2)[C:7]=1[C:8]([O:10][CH2:11][CH2:12][N:37]([CH2:38][CH3:39])[CH2:35][CH3:36])=[O:9] |f:3.4|.